From a dataset of the Open Reaction Database (ORD), a public repository of structured organic reaction records. describe an organic reaction: reactants, conditions, products, and yield The reactants are C[Si](C)(C)[N-][Si](C)(C)C.[Li+] (Lithium bis(trimethylsilyl)amide), C1(=CC=CC=C1)S(=O)(=O)C (methyl phenyl sulfone), P(=O)(OCC)(OCC)Cl (diethyl chlorophosphate). Run in C1CCOC1 (THF), C1CCOC1 (THF). Conditions: temperature -78 celsius. The product is C(C)OP(OCC)(=O)CS(=O)(=O)C1=CC=CC=C1 (Diethyl(Phenylsulfonyl)methylphosphonate). The yield is 47.8%. As a reaction SMILES: [C:1]1([S:7]([CH3:10])(=[O:9])=[O:8])[CH:6]=[CH:5][CH:4]=[CH:3][CH:2]=1.C[Si]([N-][Si](C)(C)C)(C)C.[Li+].[P:21](Cl)([O:26][CH2:27][CH3:28])([O:23][CH2:24][CH3:25])=[O:22]>C1COCC1>[CH2:24]([O:23][P:21]([CH2:10][S:7]([C:1]1[CH:6]=[CH:5][CH:4]=[CH:3][CH:2]=1)(=[O:9])=[O:8])(=[O:22])[O:26][CH2:27][CH3:28])[CH3:25] |f:1.2|. Procedure details: A stirred solution of methyl phenyl sulfone (20 g, 0.128 mol) in dry THF (200 mL) was cooled at −78° C. in an acetone/dry ice bath. Lithium bis(trimethylsilyl)amide (Li HMDS; 134 mL, 1 M solution in THF, 0.134 mol) was added dropwise over 1 h. The resulting white suspension was stirred for an additional hour at −78° C. and diethyl chlorophosphate (18.5 mL, 128 mmol) in THF (20 mL) was added. The reaction mixture was stirred at −78° C. for 0.5 h, then allowed to slowly warm to room temperature an... Starting materials: FC1=C(C(=O)NS(=O)(=O)C)C=C(C(=C1)F)F (2,4,5-trifluoro-N-(methylsulfonyl)benzamide), CC(C)([O-])C.[K+] (potassium t-butoxide). Procedure: To a solution of 2,4,5-trifluoro-N-(methylsulfonyl)benzamide (Preparation 16, 1.50 g, 5.92 mmol) in DMSO (10 mL) at room temperature was added potassium t-butoxide (1.46 g, 13.0 mmol). After 18 hours the reaction mixture was diluted with EtOAc (30 mL) and 10% aqueous citric acid solution (15 mL). The pH of the aqueous layer was checked to ensure it was acidic. The organic layer was separated and washed with 10% aqueous citric acid solution (15 mL) and brine (15 mL), dried over magnesium sulphate... Isolated yield 96.7%. The product is C(C)(C)(C)OC1=CC(=C(C(=O)NS(=O)(=O)C)C=C1F)F (4-tert-Butoxy-2,5-difluoro-N-(methylsulfonyl)benzamide). Run in CCOC(=O)C (EtOAc), C(CC(O)(C(=O)O)CC(=O)O)(=O)O (citric acid), CS(=O)C (DMSO). As a reaction SMILES: [F:1][C:2]1[CH:14]=[C:13](F)[C:12]([F:16])=[CH:11][C:3]=1[C:4]([NH:6][S:7]([CH3:10])(=[O:9])=[O:8])=[O:5].[CH3:17][C:18]([CH3:21])([O-:20])[CH3:19].[K+]>CS(C)=O.CCOC(C)=O.C(O)(=O)CC(CC(O)=O)(C(O)=O)O>[C:18]([O:20][C:13]1[C:12]([F:16])=[CH:11][C:3]([C:4]([NH:6][S:7]([CH3:10])(=[O:9])=[O:8])=[O:5])=[C:2]([F:1])[CH:14]=1)([CH3:21])([CH3:19])[CH3:17] |f:1.2|. Starting materials: C1CCC(CC1)N=C=NC2CCCCC2 (DCCI), N([C@@H](CC1=CC=CC=C1)C(=O)N[C@H](CC1=CNC2=CC=CC=C12)C(=O)N[C@@H](CCCCNC(=O)OCC1=CC=CC=C1)C(=O)O)C(=O)OC(C)(C)C (BOC-Phe-(D)Trp-Lys(Z)-OH), C=1C=CC2=C(C1)N=NN2O (HOBT), N[C@@H]([C@H](O)C)C(=O)N[C@@H](CSCC1=CC=C(C)C=C1)C(=O)N[C@@H]([C@H](O)C)CO.FC(F)(F)C(=O)O (H-Thr-Cys(MBzl)-Thr-ol trifluoroacetate). Solvent: CN(C)C=O (DMF), CN(C)C=O (DMF), CCN(CC)CC (NEt3). Conditions: temperature 0 celsius, time 2 hour. Yields the product N([C@@H](CC1=CC=CC=C1)C(=O)N[C@H](CC1=CNC2=CC=CC=C12)C(=O)N[C@@H](CCCCNC(=O)OCC1=CC=CC=C1)C(=O)N[C@@H]([C@H](O)C)C(=O)N[C@@H](CSCC1=CC=C(C)C=C1)C(=O)N[C@@H]([C@H](O)C)CO)C(=O)OC(C)(C)C (BOC-Phe-(D)Trp-Lys(Z)-Thr-Cys(MBzl)-Thr-ol). As a reaction SMILES: [NH:1]([C:46]([O:48][C:49]([CH3:52])([CH3:51])[CH3:50])=[O:47])[C@H:2]([C:10]([NH:12][C@@H:13]([C:24]([NH:26][C@H:27]([C:43](O)=[O:44])[CH2:28][CH2:29][CH2:30][CH2:31][NH:32][C:33]([O:35][CH2:36][C:37]1[CH:42]=[CH:41][CH:40]=[CH:39][CH:38]=1)=[O:34])=[O:25])[CH2:14][C:15]1[C:23]2[C:18](=[CH:19][CH:20]=[CH:21][CH:22]=2)[NH:17][CH:16]=1)=[O:11])[CH2:3][C:4]1[CH:9]=[CH:8][CH:7]=[CH:6][CH:5]=1.C1C=CC2N(O)N=NC=2C=1.[NH2:63][C@H:64]([C:68]([NH:70][C@H:71]([C:82]([NH:84][C@H:85]([CH2:89][OH:90])[C@@H:86]([CH3:88])[OH:87])=[O:83])[CH2:72][S:73][CH2:74][C:75]1[CH:81]=[CH:80][C:78]([CH3:79])=[CH:77][CH:76]=1)=[O:69])[C@@H:65]([CH3:67])[OH:66].FC(C(O)=O)(F)F.C1CCC(N=C=NC2CCCCC2)CC1>CN(C=O)C.CCN(CC)CC>[NH:1]([C:46]([O:48][C:49]([CH3:52])([CH3:51])[CH3:50])=[O:47])[C@H:2]([C:10]([NH:12][C@@H:13]([C:24]([NH:26][C@H:27]([C:43]([NH:63][C@H:64]([C:68]([NH:70][C@H:71]([C:82]([NH:84][C@H:85]([CH2:89][OH:90])[C@@H:86]([CH3:88])[OH:87])=[O:83])[CH2:72][S:73][CH2:74][C:75]1[CH:76]=[CH:77][C:78]([CH3:79])=[CH:80][CH:81]=1)=[O:69])[C@@H:65]([CH3:67])[OH:66])=[O:44])[CH2:28][CH2:29][CH2:30][CH2:31][NH:32][C:33]([O:35][CH2:36][C:37]1[CH:42]=[CH:41][CH:40]=[CH:39][CH:38]=1)=[O:34])=[O:25])[CH2:14][C:15]1[C:23]2[C:18](=[CH:19][CH:20]=[CH:21][CH:22]=2)[NH:17][CH:16]=1)=[O:11])[CH2:3][C:4]1[CH:9]=[CH:8][CH:7]=[CH:6][CH:5]=1 |f:2.3|. Reported procedure: 2.5 ml NEt3, 11.2 g BOC-Phe-(D)Trp-Lys(Z)-OH and 4 g HOBT are added to 9 g H-Thr-Cys(MBzl)-Thr-ol trifluoroacetate in 100 ml DMF. 3.7 g DCCI in 10 ml DMF are added to the solution at -20° C. and the whole is stirred for ca. 18 hours at 0° C. and 2 hrs. at room temperature. Precipitated dicyclohexyl-urea is filtered off and the filtrate concentrated under vacuum and diluted with methanol. H2O is added until the product precipitates. The precipitate is filtered, washed with MeOH/H2O (4:1) and drie... Yield: 85.1%. Starting materials: Cl (hydrochloric acid), [OH-].[Na+] (sodium hydroxide), C(C1=CC=CC=C1)N(C(CCCC)=O)CC1=CC=C(C=C1)C=1C(=CC=CC1)C(=O)OC (methyl 4′-{[benzyl(pentanoyl)amino]methyl}biphenyl-2-carboxylate), O1CCOCC1 (dioxane). Reported procedure: 5 mol/L sodium hydroxide solution (0.3 mL) was added to the compound (45 mg) prepared in Example 6 in a mixed solution of dioxane (2 mL) and methanol (1 mL) and stirred for 2 hours at 80° C. To acidify, 1 mol/L hydrochloric acid was added to the concentrated reaction mixture to be extracted with ethyl acetate. The organic layer was washed with saturated sodium and dried by anhydrous sodium sulfate, and then concentrated to obtain the titled compound (37 mg) having the following physical data. Run in CO (methanol). Yields the product C(C1=CC=CC=C1)N(C(CCCC)=O)CC1=CC=C(C=C1)C=1C(=CC=CC1)C(=O)O (4′-{[benzyl(pentanoyl)amino]methyl}-1,1′-biphenyl-2-carboxylic acid). Reaction conditions: temperature 80 celsius, time 2 hour. As a reaction SMILES: [OH-].[Na+].[CH2:3]([N:10]([CH2:17][C:18]1[CH:23]=[CH:22][C:21]([C:24]2[C:25]([C:30]([O:32]C)=[O:31])=[CH:26][CH:27]=[CH:28][CH:29]=2)=[CH:20][CH:19]=1)[C:11](=[O:16])[CH2:12][CH2:13][CH2:14][CH3:15])[C:4]1[CH:9]=[CH:8][CH:7]=[CH:6][CH:5]=1.O1CCOCC1.Cl>CO>[CH2:3]([N:10]([CH2:17][C:18]1[CH:19]=[CH:20][C:21]([C:24]2[C:25]([C:30]([OH:32])=[O:31])=[CH:26][CH:27]=[CH:28][CH:29]=2)=[CH:22][CH:23]=1)[C:11](=[O:16])[CH2:12][CH2:13][CH2:14][CH3:15])[C:4]1[CH:9]=[CH:8][CH:7]=[CH:6][CH:5]=1 |f:0.1|. The reactants are N1=CC(=CC=C1)C1=NC(=NC=C1)NC=1C=C(C=CC1)C(C)=O (1-[3-[[4-(3-pyridinyl)-2-pyrimidinyl]amino]phenyl]ethanone), C(C)(=O)O (acetic acid), [BH4-].[Na+] (sodium borohydride), [BH4-].[Na+] (sodium borohydride). The solvent is C(C)O (ethanol). Reaction conditions: time 3 hour. Product: CC(O)C1=CC=C(C=C1)NC1=NC=CC(=N1)C=1C=NC=CC1 (α-Methyl-4-[[4-(3-pyridinyl)-2-pyrimidinyl]amino]benzenemethanol). Reaction SMILES: [N:1]1[CH:6]=[CH:5][CH:4]=[C:3]([C:7]2[CH:12]=[CH:11][N:10]=[C:9]([NH:13][C:14]3[CH:15]=[C:16](C(=O)C)[CH:17]=[CH:18][CH:19]=3)[N:8]=2)[CH:2]=1.[BH4-].[Na+].[C:25](O)(=[O:27])[CH3:26]>C(O)C>[CH3:26][CH:25]([C:17]1[CH:18]=[CH:19][C:14]([NH:13][C:9]2[N:8]=[C:7]([C:3]3[CH:2]=[N:1][CH:6]=[CH:5][CH:4]=3)[CH:12]=[CH:11][N:10]=2)=[CH:15][CH:16]=1)[OH:27] |f:1.2|. Procedure details: A 1.45 g portion of 1-[3-[[4-(3-pyridinyl)-2-pyrimidinyl]amino]phenyl]ethanone was dissolved with stirring in 220 ml of ethanol. A 125 mg portion of sodium borohydride was added and stirring continued for 3 hours. A 63 mg portion of sodium borohydride was added and stirring continued overnight. A 2 ml portion of glacial acetic acid was added and the mixture evaporated. The solid was triturated with water, dried and recrystallized from 30 ml of ethanol giving 710 mg of the desired product, mp 145...